Dataset: the Open Reaction Database (ORD), a public repository of structured organic reaction records. Task: describe an organic reaction: reactants, conditions, products, and yield Starting materials: [BH3-]C#N, C1COCCN1, CO, COC(=O)c1ccc2c(C3CCCCC3)c3n(c2c1)CC(=O)Cc1ccccc1-3, [Cl-], [Cl-], [Na+], [Zn+2]. Product: COC(=O)c1ccc2c(C3CCCCC3)c3n(c2c1)CC(N1CCOCC1)Cc1ccccc1-3. RXN SMILES: [C:36]([BH3-:37])#[N:38].[CH2:1]1[CH2:2][O:3][CH2:4][CH2:5][NH:6]1.[CH3:40][OH:41].[CH:7]1([c:13]2[c:14]3[cH:15][cH:16][c:17]([C:32](=[O:33])[O:34][CH3:35])[cH:18][c:19]3[n:20]3[c:21]2-[c:22]2[c:23]([cH:28][cH:29][cH:30][cH:31]2)[CH2:24][C:25](=[O:27])[CH2:26]3)[CH2:8][CH2:9][CH2:10][CH2:11][CH2:12]1.[Cl-:42].[Cl-:44].[Na+:39].[Zn+2:43]>>[CH2:1]1[CH2:2][O:3][CH2:4][CH2:5][N:6]1[CH:25]1[CH2:24][c:23]2[c:22]([cH:31][cH:30][cH:29][cH:28]2)-[c:21]2[c:13]([CH:7]3[CH2:8][CH2:9][CH2:10][CH2:11][CH2:12]3)[c:14]3[cH:15][cH:16][c:17]([C:32](=[O:33])[O:34][CH3:35])[cH:18][c:19]3[n:20]2[CH2:26]1. The reactants are [Cl-].[NH4+] (ammonium chloride), C(C1=CC=CC=C1)Br (benzyl bromide), N1C(CCCC1)=O (2-piperidone), C(CCC)[Li] (n-butyl lithium). The solvent is O (Water), O1CCCC1 (tetrahydrofuran), O1CCCC1 (tetrahydrofuran). Reaction conditions: temperature -40 celsius, time 12 hour. The product is C1(=CC=CC=C1)CC1C(NCCC1)=O (3-phenylmethylpiperid-2-one). Isolated yield 53.9%. RXN SMILES: [NH:1]1[CH2:6][CH2:5][CH2:4][CH2:3][C:2]1=[O:7].C([Li])CCC.[CH2:13](Br)[C:14]1[CH:19]=[CH:18][CH:17]=[CH:16][CH:15]=1.[Cl-].[NH4+]>O1CCCC1.O>[C:14]1([CH2:13][CH:3]2[CH2:4][CH2:5][CH2:6][NH:1][C:2]2=[O:7])[CH:19]=[CH:18][CH:17]=[CH:16][CH:15]=1 |f:3.4|. Procedure details: To a stirred solution of 2-piperidone (40 g, 0.404 mol) in tetrahydrofuran (800 ml) at 0° C. was added, over a period of 2 hours, n-butyl lithium (2.5 M in hexane, 356 ml, 0.889 mol). The reaction was cooled to -40° C. and a solution of benzyl bromide (48 ml, 0.404 mol) in tetrahydrofuran (200 ml) was added dropwise over a period of 2 hours. The reaction was allowed to warm slowly to room temperature and stirred for 12 hours. Water (100 ml) and saturated aqueous ammonium chloride (100 ml) were a... Yields the product N1=CC(=CC=C1)CC(=O)Cl (pyridin-3-ylacetyl chloride). RXN SMILES: [C:1](Cl)(=O)[C:2]([Cl:4])=[O:3].[N:7]1[CH:12]=[CH:11][CH:10]=[C:9](CC(O)=O)[CH:8]=1>C(Cl)Cl.CN(C=O)C>[N:7]1[CH:12]=[CH:11][CH:10]=[C:9]([CH2:1][C:2]([Cl:4])=[O:3])[CH:8]=1 |f:2.3|. Run at temperature 0 celsius, time 1 hour. The solvent is C(Cl)Cl.CN(C)C=O (DCM DMF). The reactants are C(C(=O)Cl)(=O)Cl (Oxalyl chloride), N1=CC(=CC=C1)CC(=O)O (3-pyridineacetic acid). Procedure details: Oxalyl chloride (211 μl; 2.23 mmol; 1.2 eq.) was added to a suspension of 3-pyridineacetic acid (255 mg; 1.86 mmol; 1.0 eq.) in DCM/DMF (5 mL:3 μL) maintained at 0° C. under nitrogen atmosphere. The reaction mixture was then stirred at rt for 1 h. It was then concentrated under reduced pressure. The solid obtained was used as such in amidation reactions. Reactants: CC(NC(=O)OC(C)(C)C)c1ncc(C(=O)O)s1, C[Si](C)(C)C=[N+]=[N-], CO, Cc1ccccc1. As a reaction SMILES: [C:1]([CH3:2])([CH3:3])([CH3:4])[O:5][C:6](=[O:7])[NH:8][CH:9]([CH3:10])[c:11]1[s:12][c:13]([C:16](=[O:17])[OH:18])[cH:14][n:15]1.[CH3:19][Si:20]([CH:21]=[N+:22]=[N-:23])([CH3:24])[CH3:25].[CH3:26][OH:27].[CH3:28][c:29]1[cH:30][cH:31][cH:32][cH:33][cH:34]1>>[C:1]([CH3:2])([CH3:3])([CH3:4])[O:5][C:6](=[O:7])[NH:8][CH:9]([CH3:10])[c:11]1[s:12][c:13]([C:16](=[O:17])[O:18][CH3:19])[cH:14][n:15]1. Product: COC(=O)c1cnc(C(C)NC(=O)OC(C)(C)C)s1. The reactants are C(C)(C)C=1C=C2C=CC=CN2C1S(=O)(=O)C1=CC=C(C=C1)OC (2-isopropyl 3-p-methoxyphenylsulfonyl indolizine), [Cl-].[Al+3].[Cl-].[Cl-] (aluminium chloride), Cl (hydrochloric acid). The solvent is ClCCl (dichloromethane), ClCCl (dichloromethane), C(C)S (ethanethiol). Conditions: time 15 minute. Product: C(C)(C)C=1C=C2C=CC=CN2C1S(=O)(=O)C1=CC=C(C=C1)O (2-isopropyl 3-p-hydroxyphenylsulfonyl indolizine). Reaction SMILES: [Cl-].[Al+3].[Cl-].[Cl-].[CH:5]([C:8]1[CH:9]=[C:10]2[N:15]([C:16]=1[S:17]([C:20]1[CH:25]=[CH:24][C:23]([O:26]C)=[CH:22][CH:21]=1)(=[O:19])=[O:18])[CH:14]=[CH:13][CH:12]=[CH:11]2)([CH3:7])[CH3:6].Cl>ClCCl.C(S)C>[CH:5]([C:8]1[CH:9]=[C:10]2[N:15]([C:16]=1[S:17]([C:20]1[CH:21]=[CH:22][C:23]([OH:26])=[CH:24][CH:25]=1)(=[O:19])=[O:18])[CH:14]=[CH:13][CH:12]=[CH:11]2)([CH3:7])[CH3:6] |f:0.1.2.3|. Procedure: 6.7 g (0.050 mole) of aluminium chloride are suspended in 100 ml of dichloromethane and 25 ml of ethanethiol. This suspension is stirred and cooled to 0° C. while 2.5 g of 2-isopropyl 3-p-methoxyphenylsulfonyl indolizine in dichloromethane are added. The addition takes about 15 minutes. The reaction mixture is allowed to warm to room temperature and maintained there for 45 minutes. It is poured onto ice, then 5 ml of concentrated hydrochloric acid are added with stirring. The mixture is extracte... The reactants are BrC1=CC=C(C=C1)C1=C(C(=NO1)C)N (5-(4-bromo-phenyl)-3-methyl-isoxazol-4-ylamine), C(C1=CC=CC=C1)C(C(C)=O)OC(C)=O (acetic acid 1-benzyl-2-oxo-propyl ester). The product is C(C1=CC=CC=C1)C(C(C)NC=1C(=NOC1C1=CC=C(C=C1)Br)C)OC(C)=O (Acetic acid 1-benzyl-2-[5-(4-bromo-phenyl)-3-methyl-isoxazol-4-ylamino]-propyl ester). Reaction SMILES: [Br:1][C:2]1[CH:7]=[CH:6][C:5]([C:8]2[O:12][N:11]=[C:10]([CH3:13])[C:9]=2[NH2:14])=[CH:4][CH:3]=1.[CH2:15]([CH:22]([O:26][C:27](=[O:29])[CH3:28])[C:23](=O)[CH3:24])[C:16]1[CH:21]=[CH:20][CH:19]=[CH:18][CH:17]=1>>[CH2:15]([CH:22]([O:26][C:27](=[O:29])[CH3:28])[CH:23]([NH:14][C:9]1[C:10]([CH3:13])=[N:11][O:12][C:8]=1[C:5]1[CH:4]=[CH:3][C:2]([Br:1])=[CH:7][CH:6]=1)[CH3:24])[C:16]1[CH:21]=[CH:20][CH:19]=[CH:18][CH:17]=1. Procedure: Prepared according to the procedure described in Example 8, Step 1, using 5-(4-bromo-phenyl)-3-methyl-isoxazol-4-ylamine and acetic acid 1-benzyl-2-oxo-propyl ester.